This data is from the Open Reaction Database (ORD), a public repository of structured organic reaction records. The task is: describe an organic reaction: reactants, conditions, products, and yield The reactants are IC1=CC2=C(NC(OC2(C)C)=O)C=C1 (6-iodo-4,4-dimethyl-1,4-dihydro-benzo[d][1,3]oxazin-2-one), [N+](=O)([O-])C=1C=C(C=CC1)B(O)O (3-nitrophenyl boronic acid). Yields the product CC1(C2=C(NC(O1)=O)C=CC(=C2)C2=CC(=CC=C2)[N+](=O)[O-])C (4,4-Dimethyl-6-(3-nitrophenyl)-1,4-dihydrobenzo[d][1,3]oxazin-2-one). Reaction SMILES: I[C:2]1[CH:14]=[CH:13][C:5]2[NH:6][C:7](=[O:12])[O:8][C:9]([CH3:11])([CH3:10])[C:4]=2[CH:3]=1.[N+:15]([C:18]1[CH:19]=[C:20](B(O)O)[CH:21]=[CH:22][CH:23]=1)([O-:17])=[O:16]>>[CH3:10][C:9]1([CH3:11])[O:8][C:7](=[O:12])[NH:6][C:5]2[CH:13]=[CH:14][C:2]([C:22]3[CH:21]=[CH:20][CH:19]=[C:18]([N+:15]([O-:17])=[O:16])[CH:23]=3)=[CH:3][C:4]1=2. Procedure: Prepared from 6-iodo-4,4-dimethyl-1,4-dihydro-benzo[d][1,3]oxazin-2-one and 3-nitrophenyl boronic acid according to Procedure A. Yellowish solid: mp 244-245° C.; 1H-NMR (DMSO-d6) δ 10.38 (s, 1H, D2O exchangeable), 8.47 (s, 1H), 8.14-8.20 (m, 2H), 7.70-7.76 (m, 3H), 7.01 (d, 1H, J=8.1 Hz), 1.68 (s, 6H); MS (EI) m/z 297([M−H]−, 100%). Anal. Calc. For C16H14N2O4: C, 64.42; H, 4.73; N, 9.39. Found: C, 63.93; H, 4.91; N, 8.71. RXN SMILES: [CH3:12][C:13]([CH3:14])=[O:15].[CH3:16][OH:17].[CH3:4][C:5](=[O:6])[CH2:7][C:8]([CH3:9])([CH3:10])[OH:11].[Cl-:2].[NH3:1].[NH4+:3]>>[NH:1]1[C:8]([CH3:9])([CH3:10])[CH2:7][C:5](=[O:6])[CH2:4][C:13]1([CH3:12])[CH3:14]. Product: CC1(C)CC(=O)CC(C)(C)N1. The reactants are CC(C)=O, CO, CC(=O)CC(C)(C)O, [Cl-], N, [NH4+]. Reactants: NC(=O)CCC(=O)NBr, O=C([O-])[O-], C1CCOC1, [K+], [K+], O=S(=O)(c1ccccc1)n1ccc2cccnc21. Product: O=S(=O)(c1ccccc1)n1cc(Br)c2cccnc21. RXN SMILES: [Br:25][NH:26][C:27](=[O:28])[CH2:29][CH2:30][C:31]([NH2:32])=[O:33].[C:1](=[O:2])([O-:3])[O-:4].[CH2:34]1[O:35][CH2:36][CH2:37][CH2:38]1.[K+:5].[K+:6].[c:7]1([S:13](=[O:14])(=[O:15])[n:16]2[cH:17][cH:18][c:19]3[cH:20][cH:21][cH:22][n:23][c:24]23)[cH:8][cH:9][cH:10][cH:11][cH:12]1>>[c:7]1([S:13](=[O:14])(=[O:15])[n:16]2[cH:17][c:18]([Br:25])[c:19]3[cH:20][cH:21][cH:22][n:23][c:24]23)[cH:8][cH:9][cH:10][cH:11][cH:12]1. The reactants are COc1cc2c(cc1O)C(Cc1c(OC)cccc1[N+](=O)[O-])N(C)CC2, CCO, [H][H]. Product: COc1cc2c(cc1O)C(Cc1c(N)cccc1OC)N(C)CC2. As a reaction SMILES: [CH3:1][O:2][c:3]1[c:4]([CH2:5][CH:6]2[N:7]([CH3:19])[CH2:8][CH2:9][c:10]3[cH:11][c:12]([O:17][CH3:18])[c:13]([OH:16])[cH:14][c:15]32)[c:20]([N+:24]([O-:25])=[O:26])[cH:21][cH:22][cH:23]1.[CH3:29][CH2:30][OH:31].[H:27][H:28]>>[CH3:1][O:2][c:3]1[c:4]([CH2:5][CH:6]2[N:7]([CH3:19])[CH2:8][CH2:9][c:10]3[cH:11][c:12]([O:17][CH3:18])[c:13]([OH:16])[cH:14][c:15]32)[c:20]([NH2:24])[cH:21][cH:22][cH:23]1. The reactants are [BH4-], CS(C)=O, CC(=O)O, O=[N+]([O-])C=Cc1ccc(OCc2ccccn2)c(F)c1, [Na+], O. Product: O=[N+]([O-])CCc1ccc(OCc2ccccn2)c(F)c1. Reaction SMILES: [BH4-:29].[CH3:1][S:2](=[O:3])[CH3:4].[CH3:25][C:26](=[O:27])[OH:28].[F:5][c:6]1[c:7]([O:8][CH2:9][c:10]2[n:11][cH:12][cH:13][cH:14][cH:15]2)[cH:16][cH:17][c:18]([CH:20]=[CH:21][N+:22](=[O:23])[O-:24])[cH:19]1.[Na+:30].[OH2:31]>>[F:5][c:6]1[c:7]([O:8][CH2:9][c:10]2[n:11][cH:12][cH:13][cH:14][cH:15]2)[cH:16][cH:17][c:18]([CH2:20][CH2:21][N+:22](=[O:23])[O-:24])[cH:19]1. The reactants are C(C=C)(=O)OCCO (hydroxyethyl acrylate), polyoxyalkylene polyol, O=C=NC1CC(CN=C=O)(CC(C1)(C)C)C (isophorone diisocyanate), C(C=C)(=O)OCC(CCCC)CC (2-ethylhexyl acrylate). The reagents and catalysts are C(CCCCCCCCCCC)(=O)[O-].C(CCCCCCCCCCC)(=O)[O-].C(CCC)[Sn+2]CCCC (dibutyltin dilaurate). Run at time 2 hour. Product: C(C=C)(=O)O.NC(=O)OCC (Urethane Acrylate). RXN SMILES: O=C=[N:3]C1CC(C)(C)CC(C)(CN=C=O)C1.[C:17]([O:21]CC(CC)CCCC)(=[O:20])[CH:18]=[CH2:19].[C:30]([O:34][CH2:35][CH2:36]O)(=[O:33])C=C>C([O-])(=O)CCCCCCCCCCC.C([O-])(=O)CCCCCCCCCCC.C([Sn+2]CCCC)CCC>[C:17]([OH:21])(=[O:20])[CH:18]=[CH2:19].[NH2:3][C:30]([O:34][CH2:35][CH3:36])=[O:33] |f:3.4.5,6.7|. Reported procedure: A four-neck flask fitted with a stirrer, a dropping funnel, a nitrogen inlet tube and a thermometer was charged with 1,000 g of the polyoxyalkylene polyol (a1-1), 166 g of isophorone diisocyanate (IPDI), 700 g of 2-ethylhexyl acrylate as a diluent, and 0.1 g of dibutyltin dilaurate as a catalyst, and these components were reacted for 4 hours at a temperature of 100° C. Subsequently, 57 g of hydroxyethyl acrylate (HEA) was added to the reaction mixture, and reaction was continued for a further 2 ... Reactants: COC=1C=C(NC(=CC(=O)OCC)C)C=CC1OC (Ethyl 3-[(3,4-Dimethoxy)anilino]-2-butenoate). Reagents/catalysts: [Pt]=O (platinum oxide). The solvent is C(C)(=O)O (acetic acid), C(Cl)(Cl)Cl (chloroform). Reaction conditions: time 1 hour. Product: COC=1C=C(NC(CC(=O)OCC)C)C=CC1OC (Ethyl 3 ([3,4-Dimethoxy)anilino]butanoate). Yield: 99.2%. RXN SMILES: [CH3:1][O:2][C:3]1[CH:4]=[C:5]([CH:15]=[CH:16][C:17]=1[O:18][CH3:19])[NH:6][C:7]([CH3:14])=[CH:8][C:9]([O:11][CH2:12][CH3:13])=[O:10]>C(O)(=O)C.C(Cl)(Cl)Cl.[Pt]=O>[CH3:1][O:2][C:3]1[CH:4]=[C:5]([CH:15]=[CH:16][C:17]=1[O:18][CH3:19])[NH:6][CH:7]([CH3:14])[CH2:8][C:9]([O:11][CH2:12][CH3:13])=[O:10]. Procedure details: A mixture of 30.0 g of the product of Example 1 (m.p. 59°-60°), and 2.0 g of platinum oxide in 250 ml of acetic acid was hydrogenated in a Paar shaker at 50 p.s.i.; reduction was complete in 1 hr. The mixture was filtered and concentrated under reduced pressure, to give an amber oil which was dissolved in chloroform and washed with sodium bicarbonate solution followed by saturated sodium chloride. The organic layer was dried over magnesium sulfate and concentrated under reduced pressure to give ...